From a dataset of the Open Reaction Database (ORD), a public repository of structured organic reaction records. describe an organic reaction: reactants, conditions, products, and yield Reactants: ( 2 ), O (water), C(C)OC=C (ethylvinyl ether), pyridinium salt, C1(=CC=C(C=C1)S(=O)(=O)O)C (p-toluenesulfonic acid), O1CCOCC1 (1,4-dioxane). Conditions: time 24 hour. The product is C(C)OCCOC1=CC=C(C=C)C=C1.OC1=CC=C(C=C)C=C1.CC1=CC=C(C=C)C=C1 (p-1-ethoxyethoxystyrene p-hydroxystyrene p-methylstyrene). Reaction SMILES: [CH2:1]([O:3][CH:4]=[CH2:5])[CH3:2].[C:6]1([CH3:16])[CH:11]=[CH:10][C:9](S(O)(=O)=O)=[CH:8][CH:7]=1.O.[O:18]1[CH2:23][CH2:22]O[CH2:20][CH2:19]1>>[CH2:4]([O:3][CH2:1][CH2:2][O:18][C:23]1[CH:22]=[CH:16][C:6]([CH:11]=[CH2:10])=[CH:7][CH:8]=1)[CH3:5].[OH:3][C:4]1[CH:5]=[CH:16][C:6]([CH:11]=[CH2:10])=[CH:7][CH:8]=1.[CH3:16][C:6]1[CH:11]=[CH:10][C:9]([CH:19]=[CH2:20])=[CH:8][CH:7]=1 |f:4.5.6|. Procedure: To a solution of 15.0 g of poly(p-hydroxystyrene/p-methylstyrene) obtained according to (2) and 3.5 g of ethylvinyl ether in 150 ml of 1,4-dioxane was added a catalytic amount of pyridinium salt of p-toluenesulfonic acid to carry out reaction with stirring at room temperature for 24 hours. The reaction solution was poured into 5,000 ml of water and crystallized. Precipitated crystals were filtered out, washed with water and dried in vacuo to give 11.5 g of poly(p-1-ethoxyethoxystyrene/p-hydroxys... The reactants are O (water), ClCC(CCC=1C=NC=CC1)O ((±)-α-(Chloromethyl)-3-pyridinepropanol), OC1=CC2=C(C=CO2)C=C1 (6-hydroxybenzofuran), C([O-])([O-])=O.[Cs+].[Cs+] (cesium carbonate). Solvent: CN(C=O)C (N,N-dimethylformamide), CN(C=O)C (N,N-dimethylformamide). Conditions: temperature 120 celsius. The product is O1C=CC2=C1C=C(C=C2)OCC(CCC=2C=NC=CC2)O ((±)-1-(Benzofuran-6-yloxy)-4-pyridin-3-yl-butan-2-ol). The yield is 24.9%. RXN SMILES: Cl[CH2:2][CH:3]([OH:12])[CH2:4][CH2:5][C:6]1[CH:7]=[N:8][CH:9]=[CH:10][CH:11]=1.[OH:13][C:14]1[CH:22]=[CH:21][C:17]2[CH:18]=[CH:19][O:20][C:16]=2[CH:15]=1.C(=O)([O-])[O-].[Cs+].[Cs+].O>CN(C)C=O>[O:20]1[C:16]2[CH:15]=[C:14]([O:13][CH2:2][CH:3]([OH:12])[CH2:4][CH2:5][C:6]3[CH:7]=[N:8][CH:9]=[CH:10][CH:11]=3)[CH:22]=[CH:21][C:17]=2[CH:18]=[CH:19]1 |f:2.3.4|. Reported procedure: ##STR16## (±)-α-(Chloromethyl)-3-pyridinepropanol (0.339 g, Example 2a)) was dissolved in anhydrous N,N-dimethylformamide (5 ml) and added to a suspension of 6-hydroxybenzofuran (0.245 g, Bull. Soc. Chim. Fr., 1973, 2355) and cesium carbonate (0.596 g) in anhydrous N,N-dimethylformamide (5 ml) which had been heated previously for one hour at 120° C. The mixture was then heated at 120° C. for 7 hours before being cooled to room temperature. The mixture was then poured into water and extracted wit...